Dataset: the Open Reaction Database (ORD), a public repository of structured organic reaction records. Task: describe an organic reaction: reactants, conditions, products, and yield The reactants are CS(=O)(=O)Cl, CCN(C(C)C)C(C)C, ClCCl, CCOC(=O)CC1OB(O)c2cc(O)cc(C)c21. Yields the product CCOC(=O)CC1OB(O)c2cc(OS(C)(=O)=O)cc(C)c21. As a reaction SMILES: [CH3:28][S:29]([Cl:30])(=[O:31])=[O:32].[CH:19]([N:20]([CH2:21][CH3:22])[CH:23]([CH3:24])[CH3:25])([CH3:26])[CH3:27].[Cl:33][CH2:34][Cl:35].[OH:1][B:2]1[O:3][CH:4]([CH2:13][C:14](=[O:15])[O:16][CH2:17][CH3:18])[c:5]2[c:6]1[cH:7][c:8]([OH:12])[cH:9][c:10]2[CH3:11]>>[OH:1][B:2]1[O:3][CH:4]([CH2:13][C:14](=[O:15])[O:16][CH2:17][CH3:18])[c:5]2[c:6]1[cH:7][c:8]([O:12][S:29]([CH3:28])(=[O:31])=[O:32])[cH:9][c:10]2[CH3:11]. Reactants: Cc1ccc(C(=O)O)s1, CC#N, Nc1ccc2ccc(Cl)nc2n1. Yields the product Cc1ccc(C(=O)Nc2ccc3ccc(Cl)nc3n2)s1. Reaction SMILES: [CH3:1][c:2]1[cH:3][cH:4][c:5]([C:7](=[O:8])[OH:9])[s:6]1.[CH3:22][C:23]#[N:24].[NH2:10][c:11]1[n:12][c:13]2[n:14][c:15]([Cl:21])[cH:16][cH:17][c:18]2[cH:19][cH:20]1>>[CH3:1][c:2]1[cH:3][cH:4][c:5]([C:7](=[O:9])[NH:10][c:11]2[n:12][c:13]3[n:14][c:15]([Cl:21])[cH:16][cH:17][c:18]3[cH:19][cH:20]2)[s:6]1. Starting materials: CCO, Cn1nc(-c2ncc([N+](=O)[O-])n2C)c(C#N)c1N, O=S(=O)(O)O. As a reaction SMILES: [CH3:24][CH2:25][OH:26].[NH2:6][c:7]1[c:8]([C:22]#[N:23])[c:9](-[c:13]2[n:14]([CH3:21])[c:15]([N+:18](=[O:19])[O-:20])[cH:16][n:17]2)[n:10][n:11]1[CH3:12].[S:1]([OH:2])(=[O:3])(=[O:4])[OH:5]>>[O:2]=[C:22]([c:8]1[c:7]([NH2:6])[n:11]([CH3:12])[n:10][c:9]1-[c:13]1[n:14]([CH3:21])[c:15]([N+:18](=[O:19])[O-:20])[cH:16][n:17]1)[NH2:23]. The product is Cn1nc(-c2ncc([N+](=O)[O-])n2C)c(C(N)=O)c1N. Starting materials: CS(=O)CC=1OC2=C(C(C1)=O)C=CC=C2 (2-[(methylsulfinyl)methyl]-4H-1-benzopyran-4-one), C(C)(=O)OC(C)=O (acetic anhydride). Yields the product C(C)(=O)O.CSC(C=1OC2=C(C(C1)=O)C=CC=C2)O (2-[(Methylthio)hydroxymethyl]-4H-1-benzopyran- 4-one acetate). The yield is 90.0%. As a reaction SMILES: [CH3:1][S:2]([CH2:4][C:5]1[O:6][C:7]2[CH:15]=[CH:14][CH:13]=[CH:12][C:8]=2[C:9](=[O:11])[CH:10]=1)=O.[C:16]([O:19]C(=O)C)(=[O:18])[CH3:17]>>[C:16]([OH:19])(=[O:18])[CH3:17].[CH3:1][S:2][CH:4]([OH:18])[C:5]1[O:6][C:7]2[CH:15]=[CH:14][CH:13]=[CH:12][C:8]=2[C:9](=[O:11])[CH:10]=1 |f:2.3|. Reported procedure: A solution of 2-[(methylsulfinyl)methyl]-4H-1-benzopyran-4-one (2.22 g, 0.01 m) in acetic anhydride (15 ml) was refluxed under nitrogen for 5 hours. The solvent was removed under reduced pressure to give a brown gum, which crystallized on standing. Recrystallization from methanol gave off-white crystals (2.36 g, 90%), m.p. 123°-125°. Reactants: CS(C)=O, CO, CCN(C(C)C)C(C)C, COc1c(F)c(F)cc2c(=O)c3c(O)c(C#N)sc3n(C3CC3)c12, Cl, CC(NCCF)C1CCNC1. The product is COc1c(N2CCC(C(C)NCCF)C2)c(F)cc2c(=O)c3c(O)c(C#N)sc3n(C3CC3)c12. RXN SMILES: [CH3:46][S:47]([CH3:48])=[O:49].[CH3:50][OH:51].[CH:12]([N:13]([CH:14]([CH3:15])[CH3:16])[CH2:17][CH3:18])([CH3:19])[CH3:20].[CH:21]1([n:24]2[c:25]3[c:26]([c:27](=[O:38])[c:28]4[cH:29][c:30]([F:37])[c:31]([F:36])[c:32]([O:34][CH3:35])[c:33]24)[c:39]([OH:44])[c:40]([C:42]#[N:43])[s:41]3)[CH2:22][CH2:23]1.[ClH:45].[F:1][CH2:2][CH2:3][NH:4][CH:5]([CH3:6])[CH:7]1[CH2:8][NH:9][CH2:10][CH2:11]1>>[F:1][CH2:2][CH2:3][NH:4][CH:5]([CH3:6])[CH:7]1[CH2:8][N:9]([c:31]2[c:30]([F:37])[cH:29][c:28]3[c:27](=[O:38])[c:26]4[c:25]([n:24]([CH:21]5[CH2:22][CH2:23]5)[c:33]3[c:32]2[O:34][CH3:35])[s:41][c:40]([C:42]#[N:43])[c:39]4[OH:44])[CH2:10][CH2:11]1. Starting materials: CCI, O=C1NCN(c2ccccc2)C12CCN(C1CCCCCCCCC1)CC2, Cl. Product: CCN1CN(c2ccccc2)C2(CCN(C3CCCCCCCCC3)CC2)C1=O, Cl. As a reaction SMILES: [CH2:29]([CH3:30])[I:31].[CH:2]1([N:12]2[CH2:13][CH2:14][C:15]3([C:16](=[O:26])[NH:17][CH2:18][N:19]3[c:20]3[cH:21][cH:22][cH:23][cH:24][cH:25]3)[CH2:27][CH2:28]2)[CH2:3][CH2:4][CH2:5][CH2:6][CH2:7][CH2:8][CH2:9][CH2:10][CH2:11]1.[ClH:1]>>[CH:2]1([N:12]2[CH2:13][CH2:14][C:15]3([C:16](=[O:26])[N:17]([CH2:29][CH3:30])[CH2:18][N:19]3[c:20]3[cH:21][cH:22][cH:23][cH:24][cH:25]3)[CH2:27][CH2:28]2)[CH2:3][CH2:4][CH2:5][CH2:6][CH2:7][CH2:8][CH2:9][CH2:10][CH2:11]1.[ClH:1]. The reactants are [Al], COC(=O)C=Cc1cc(N)ccc1Cl. The product is COC(=O)CCc1cc(N)ccc1Cl. Reaction SMILES: [Al:15].[CH3:1][O:2][C:3]([CH:4]=[CH:5][c:6]1[c:7]([Cl:13])[cH:8][cH:9][c:10]([NH2:12])[cH:11]1)=[O:14]>>[CH3:1][O:2][C:3]([CH2:4][CH2:5][c:6]1[c:7]([Cl:13])[cH:8][cH:9][c:10]([NH2:12])[cH:11]1)=[O:14].